Dataset: the Open Reaction Database (ORD), a public repository of structured organic reaction records. Task: describe an organic reaction: reactants, conditions, products, and yield Starting materials: CCCCc1c(Br)ccc2c1C(=O)NC2=O, [Na+], [Na+], O=C([O-])[O-]. The product is CCCCc1cccc2c1C(=O)NC2=O. As a reaction SMILES: [Br:1][c:2]1[c:3]([CH2:13][CH2:14][CH2:15][CH3:16])[c:4]2[c:5]([cH:11][cH:12]1)[C:6](=[O:7])[NH:8][C:9]2=[O:10].[Na+:17].[Na+:18].[O-:19][C:20](=[O:21])[O-:22]>>[cH:2]1[c:3]([CH2:13][CH2:14][CH2:15][CH3:16])[c:4]2[c:5]([cH:11][cH:12]1)[C:6](=[O:7])[NH:8][C:9]2=[O:10]. Starting materials: Pd(Ph3)4, C(C=C)C1=C(C=C(C=C1)I)[SiH](C)C (1-allyldimethylsilyl-4-iodobenzene), [I-].C(=O)(OCC)C1=CC=C(C=C1)[Zn+] ((4-carbethoxyphenyl)zinc iodide), C1CCOC1 (THF). Run at temperature 60 celsius, time 16 hour. Product: C(C=C)C1=CC(=C(C=C1)C1=CC=C(C(=O)OCC)C=C1)[SiH](C)C (Ethyl 4-(4-Allyldimethylsilylphenyl)benzoate). The yield is 72.0%. RXN SMILES: [CH2:1]([C:4]1[CH:9]=[CH:8][C:7](I)=[CH:6][C:5]=1[SiH:11]([CH3:13])[CH3:12])[CH:2]=[CH2:3].[I-].[C:15]([C:20]1C=CC([Zn+])=[CH:22][CH:21]=1)([O:17][CH2:18][CH3:19])=[O:16].[CH2:27]1[CH2:31]OC[CH2:28]1>>[CH2:31]([C:7]1[CH:8]=[CH:9][C:4]([C:1]2[CH:22]=[CH:21][C:20]([C:15]([O:17][CH2:18][CH3:19])=[O:16])=[CH:3][CH:2]=2)=[C:5]([SiH:11]([CH3:13])[CH3:12])[CH:6]=1)[CH:27]=[CH2:28] |f:1.2|. Reported procedure: To a solution of 5 mol % Pd(Ph3)4 (288 mg, 0.25 mmol) and 1-allyldimethylsilyl-4-iodobenzene (1 Scheme 24, 1.5 g, 5 mmol) in dry THF (10 mL) was added (4-carbethoxyphenyl)zinc iodide (0.5 M solution in THF, 10 mL, 5 mmol). After degassing by bubbling with N2, the reaction mixture was sealed and stirred for 16 h at 60° C. The mixture was treated with saturated NH4Cl (10 mL) and extracted. The organic layer was dried over Na2SO4 and concentrated. The resulting crude product was purified by column ... The reactants are FC1=CC=C(C#N)C=C1 (4-fluorobenzonitrile), O (water), [H-].[Na+] (sodium hydride), C(C1=CC=CC=C1)N1CCC(CC1)(O)CO (1-benzyl-4-hydroxymethylpiperidin-4-ol), ice water. Run in CN(C=O)C (dimethylformamide). The product is C(C1=CC=CC=C1)N1CCC(CC1)(O)COC1=CC=C(C=C1)C#N (1-benzyl-4-(4-cyanophenoxymethyl)piperidin-4-ol). Isolated yield 91.0%. As a reaction SMILES: [H-].[Na+].[CH2:3]([N:10]1[CH2:15][CH2:14][C:13]([CH2:17][OH:18])([OH:16])[CH2:12][CH2:11]1)[C:4]1[CH:9]=[CH:8][CH:7]=[CH:6][CH:5]=1.F[C:20]1[CH:27]=[CH:26][C:23]([C:24]#[N:25])=[CH:22][CH:21]=1.O>CN(C)C=O>[CH2:3]([N:10]1[CH2:11][CH2:12][C:13]([CH2:17][O:18][C:20]2[CH:27]=[CH:26][C:23]([C:24]#[N:25])=[CH:22][CH:21]=2)([OH:16])[CH2:14][CH2:15]1)[C:4]1[CH:5]=[CH:6][CH:7]=[CH:8][CH:9]=1 |f:0.1|. Procedure: 60% sodium hydride (0.30 g) was added to a solution of the compound (1.66 g) obtained in Step 2 in anhydrous dimethylformamide (8 mL) under cooling with ice-water, and stirred at room temperature for thirty minutes under nitrogen atmosphere. 4-fluorobenzonitrile (0.91 g) was added to the mixture and stirred at room temperature for two days. The resulting mixture was poured into water (30 mL) and extracted with ethyl acetate. The organic layer was washed with brine and dried over anhydrous sodium... Starting materials: BrC=1C=C(C=CC1Br)NC=1C2=C(N=CN1)C=NC(=C2)NCC2=CC=C(C=C2)OC (N4-(3,4-dibromophenyl)-N6-(4-methoxybenzyl)pyrido[3,4-d]pyrimidine-4,6-diamine), C1(=CC=CC=C1)OC (anisole), FC(C(=O)O)(F)F (trifluoroacetic acid). The solvent is petroleum ether, C(Cl)Cl (DCM). Run at time 46 hour. Product: BrC=1C=C(C=CC1Br)NC=1C2=C(N=CN1)C=NC(=C2)N (N4-(3,4-dibromophenyl)pyrido[3,4-d]pyrimidine-4,6-diamine). Yield: 78.9%. RXN SMILES: [Br:1][C:2]1[CH:3]=[C:4]([NH:9][C:10]2[C:11]3[CH:19]=[C:18]([NH:20]CC4C=CC(OC)=CC=4)[N:17]=[CH:16][C:12]=3[N:13]=[CH:14][N:15]=2)[CH:5]=[CH:6][C:7]=1[Br:8].FC(F)(F)C(O)=O.C1(OC)C=CC=CC=1>C(Cl)Cl>[Br:1][C:2]1[CH:3]=[C:4]([NH:9][C:10]2[C:11]3[CH:19]=[C:18]([NH2:20])[N:17]=[CH:16][C:12]=3[N:13]=[CH:14][N:15]=2)[CH:5]=[CH:6][C:7]=1[Br:8]. Procedure: To a stirred heterogeneous mixture of compound 216 (4.08 g, 7.92 mmol) and DCM (80 mL) was added trifluoroacetic acid (6.07 mL, 79.2 mmol), followed by anisole (1.73 mL, 15.8 mmol), and the mixture was stirred further at room temperature for 46 h. It was poured into petroleum ether (500 mL) and stirred at room temperature for ca. 15 min. Petroleum ether layer was decanted and discarded. The process was repeated with more petroleum ether (400 mL). The solid left behind was dissolved in minimum Me... Run in C1CCOC1 (THF), C1CCOC1 (THF), C1CCOC1 (THF). The product is ClC1=C(C=C(C=C1)C(=C1C2CC3CC(CC1C3)(C2)Cl)OC)OC (4-Chloro-3-methoxy-1-(methoxy-5-chloro-tricyclo[3,3,1,13.7 ]dec-2-ylidenemethyl)-benzene). Reaction conditions: temperature -78 celsius, time 10 minute. Procedure details: Phosphonate 4 (3.2 g, 10 mmol) was dissolved in 30 ml dry THF under argon and cooled to -78° C. Dropwise addition of nBuLi (2.3M, 4.4 ml, 10.1 mmol) generated a yellow-orange phosphonate ylid. After stirring the ylid solution for 10 min, 5-chloro-2 adamantanone (1.75 g, 9.5 mmol), dissolved in 8 ml THF, was added dropwise to the ylid at -78° C. The reaction was slowly warmed to room temperature over 45 min and refluxed for 2 h. Upon cooling, the THF was stripped in vacuo and the product was part... RXN SMILES: [CH3:1][O:2][CH:3]([C:12]1[CH:17]=[CH:16][C:15]([Cl:18])=[C:14]([O:19][CH3:20])[CH:13]=1)P(OCC)(=O)OCC.[Li]CCCC.P(=O)([O-])[O-].[Cl:30][C:31]12[CH2:40][CH:35]3[CH2:36][CH:37]([CH2:39][CH:33]([C:34]3=O)[CH2:32]1)[CH2:38]2>C1COCC1>[Cl:18][C:15]1[CH:16]=[CH:17][C:12]([C:3]([O:2][CH3:1])=[C:36]2[CH:37]3[CH2:39][CH:33]4[CH2:32][C:31]([Cl:30])([CH2:40][CH:35]2[CH2:34]4)[CH2:38]3)=[CH:13][C:14]=1[O:19][CH3:20]. Isolated yield 98.3%. Reactants: ClC12CC3C(C(CC(C1)C3)C2)=O (5-chloro-2 adamantanone), COC(P(OCC)(=O)OCC)C1=CC(=C(C=C1)Cl)OC (Diethyl 1-methoxy-1-(4-chloro-3-methoxyphenyl)methane phosphonate), P([O-])([O-])=O (phosphonate), [Li]CCCC (nBuLi). The reactants are O=C([O-])[O-], Cc1nc(C#Cc2ccnc(Cl)c2)c[nH]1, FC(F)(F)c1ccnc(Cl)n1, [K+], [K+], CN(C)C=O. Yields the product Cc1nc(C#Cc2ccnc(Cl)c2)cn1-c1nccc(C(F)(F)F)n1. As a reaction SMILES: [C:16](=[O:17])([O-:18])[O-:19].[Cl:1][c:2]1[n:3][cH:4][cH:5][c:6]([C:8]#[C:9][c:10]2[n:11][c:12]([CH3:15])[nH:13][cH:14]2)[cH:7]1.[Cl:22][c:23]1[n:24][cH:25][cH:26][c:27]([C:29]([F:30])([F:31])[F:32])[n:28]1.[K+:20].[K+:21].[O:33]=[CH:34][N:35]([CH3:36])[CH3:37]>>[Cl:1][c:2]1[n:3][cH:4][cH:5][c:6]([C:8]#[C:9][c:10]2[n:11][c:12]([CH3:15])[n:13](-[c:23]3[n:24][cH:25][cH:26][c:27]([C:29]([F:30])([F:31])[F:32])[n:28]3)[cH:14]2)[cH:7]1. The reactants are C(C1=CC=CC=C1)N1N=C(C2=CC(=CC=C12)[N+](=O)[O-])C (1-Benzyl-3-methyl-5-nitroindazole), [H][H] (hydrogen). The reagents and catalysts are [Pt] (platinum on carbon). Solvent: C1CCOC1 (THF). The product is C(C1=CC=CC=C1)N1N=C(C2=CC(=CC=C12)N)C (1-Benzyl-3-methyl-1H-indazol-5-ylamine). Reaction SMILES: [CH2:1]([N:8]1[C:16]2[C:11](=[CH:12][C:13]([N+:17]([O-])=O)=[CH:14][CH:15]=2)[C:10]([CH3:20])=[N:9]1)[C:2]1[CH:7]=[CH:6][CH:5]=[CH:4][CH:3]=1.[H][H]>C1COCC1.[Pt]>[CH2:1]([N:8]1[C:16]2[C:11](=[CH:12][C:13]([NH2:17])=[CH:14][CH:15]=2)[C:10]([CH3:20])=[N:9]1)[C:2]1[CH:3]=[CH:4][CH:5]=[CH:6][CH:7]=1. Procedure details: 1-Benzyl-3-methyl-5-nitroindazole (0.15 g) in THF (15 ml) was treated with platinum on carbon (0.05 g, 5%) under an atmosphere of hydrogen at room temperature. When hydrogen uptake was complete, the mixture was filtered and concentrated in vacuo to give the title compound; m/z (M+1)+268.